From a dataset of the Open Reaction Database (ORD), a public repository of structured organic reaction records. describe an organic reaction: reactants, conditions, products, and yield Starting materials: C[Si](Cl)(Cl)C (dimethyl dichlorosilane), N (ammonia), C[Si]1(N[Si](N[Si](N[Si](N1)(C)C)(C)C)(C)C)C (octamethylcyclotetra-silazane). The product is C[Si]1(N[Si](N[Si](N1)(C)C)(C)C)C (hexamethylcyclo-trisilazane). RXN SMILES: C[Si](C)(Cl)Cl.N.C[Si]1(C)[NH:15][Si:14]([CH3:17])([CH3:16])[NH:13][Si:12]([CH3:19])([CH3:18])[NH:11][Si:10]([CH3:21])([CH3:20])N1>>[CH3:21][Si:10]1([CH3:20])[NH:11][Si:12]([CH3:18])([CH3:19])[NH:13][Si:14]([CH3:16])([CH3:17])[NH:15]1. Procedure details: The starting octamethylcyclotetrasilazane should effectively be one which is secondarily produced when hexamethylcyclotrisilazane is prepared by reaction between dimethyl dichlorosilane and ammonia. Using such secondarily produced octamethylcyclotetra-silazane, the amount of hexamethylcyclo-trisilazane formed per unit starting material can be maximized. At the same time, some technical problems can be solved including elimination or treatment of octamethylcyclo-tetrasilazane in the form of a sol... Starting materials: CI, CN(C)C=O, CCOCC, OC(c1ccco1)c1ccccc1Cl, [H-], [Na+]. The product is COC(c1ccco1)c1ccccc1Cl. As a reaction SMILES: [CH3:17][I:18].[CH3:19][N:20]([CH3:21])[CH:22]=[O:23].[CH3:24][CH2:25][O:26][CH2:27][CH3:28].[Cl:1][c:2]1[c:3]([CH:4]([OH:5])[c:6]2[o:7][cH:8][cH:9][cH:10]2)[cH:11][cH:12][cH:13][cH:14]1.[H-:15].[Na+:16]>>[Cl:1][c:2]1[c:3]([CH:4]([O:5][CH3:17])[c:6]2[o:7][cH:8][cH:9][cH:10]2)[cH:11][cH:12][cH:13][cH:14]1. Reactants: Cl.CNC (dimethylamine hydrochloride), BrC1=C2C=CC=NC2=C(C=C1OC)[N+](=O)[O-] (5-bromo-6-methoxy-8-nitroquinoline), N1=CC=CC=C1 (pyridine). The reagents and catalysts are C(=O)(O)[O-].[Na+] (NaHCO3). The solvent is O (water). Product: CN(C1=C2C=CC=NC2=C(C=C1OC)[N+](=O)[O-])C (5-dimethylamino-6-methoxy-8-nitroquinoline). The yield is 18.0%. As a reaction SMILES: Cl.[CH3:2][NH:3][CH3:4].Br[C:6]1[C:15]([O:16][CH3:17])=[CH:14][C:13]([N+:18]([O-:20])=[O:19])=[C:12]2[C:7]=1[CH:8]=[CH:9][CH:10]=[N:11]2.N1C=CC=CC=1>O.C([O-])(O)=O.[Na+]>[CH3:2][N:3]([CH3:4])[C:6]1[C:15]([O:16][CH3:17])=[CH:14][C:13]([N+:18]([O-:20])=[O:19])=[C:12]2[C:7]=1[CH:8]=[CH:9][CH:10]=[N:11]2 |f:0.1,5.6|. Reported procedure: A solution of 18 g (0.22 mole) of dimethylamine hydrochloride in 50 ml of warm water was added to a stirred mixture of 30 g (0.11 mole) of 5-bromo-6-methoxy-8-nitroquinoline--Example 13A--30 g of NaHCO3 and 180 ml of pyridine. The mixture was heated under reflux for 30 hr, allowed to cool and filtered. The filtered solid was washed with acetone and the combined filtrate and washings were slowly diluted with water to 4 l. Unreacted 5-bromo compound separated first followed by product. Crystalliza...